From a dataset of the Open Reaction Database (ORD), a public repository of structured organic reaction records. describe an organic reaction: reactants, conditions, products, and yield The reactants are C1COCCN1, Cc1ccccc1, COC(=O)c1cc(OC)c(OC)c2c1C=CC(C1CC1)O2, [Na+], [OH-]. Product: COc1cc(C=O)c2c(c1OC)OC(C1CC1)C=C2. RXN SMILES: [CH2:1]1[NH:2][CH2:3][CH2:4][O:5][CH2:6]1.[CH3:30][c:31]1[cH:32][cH:33][cH:34][cH:35][cH:36]1.[CH:7]1([CH:10]2[O:11][c:12]3[c:13]([c:16]([C:24](=[O:25])[O:26][CH3:27])[cH:17][c:18]([O:22][CH3:23])[c:19]3[O:20][CH3:21])[CH:14]=[CH:15]2)[CH2:8][CH2:9]1.[Na+:29].[OH-:28]>>[CH:7]1([CH:10]2[O:11][c:12]3[c:13]([c:16]([CH:24]=[O:25])[cH:17][c:18]([O:22][CH3:23])[c:19]3[O:20][CH3:21])[CH:14]=[CH:15]2)[CH2:8][CH2:9]1. Starting materials: BrC1=CC=C(C=C1)C1=C(C(=NO1)C)C(O)C=1OC(=NN1)C1=CC=CC=C1 ([5-(4-bromo-phenyl)-3-methyl-isoxazol-4-yl]-(5-phenyl-[1,3,4]oxadiazol-2-yl)-methanol), C(C)OC(=O)C1(CC1)C1=CC=C(C=C1)B1OC(C(O1)(C)C)(C)C (1-[4-(4,4,5,5-tetramethyl-[1,3,2]dioxaborolan-2-yl)-phenyl]-cyclopropanecarboxylic acid ethyl ester). Yields the product C(C)OC(=O)C1(CC1)C1=CC=C(C=C1)C1=CC=C(C=C1)C1=C(C(=NO1)C)C(C=1OC(=NN1)C1=CC=CC=C1)O (1-(4′-{4-[Hydroxy-(5-phenyl-[1,3,4]oxadiazol-2-yl)-methyl]-3-methyl-isoxazol-5-yl}-biphenyl-4-yl)-cyclopropanecarboxylic acid ethyl ester). Reaction SMILES: Br[C:2]1[CH:7]=[CH:6][C:5]([C:8]2[O:12][N:11]=[C:10]([CH3:13])[C:9]=2[CH:14]([C:16]2[O:17][C:18]([C:21]3[CH:26]=[CH:25][CH:24]=[CH:23][CH:22]=3)=[N:19][N:20]=2)[OH:15])=[CH:4][CH:3]=1.[CH2:27]([O:29][C:30]([C:32]1([C:35]2[CH:40]=[CH:39][C:38](B3OC(C)(C)C(C)(C)O3)=[CH:37][CH:36]=2)[CH2:34][CH2:33]1)=[O:31])[CH3:28]>>[CH2:27]([O:29][C:30]([C:32]1([C:35]2[CH:40]=[CH:39][C:38]([C:2]3[CH:7]=[CH:6][C:5]([C:8]4[O:12][N:11]=[C:10]([CH3:13])[C:9]=4[CH:14]([OH:15])[C:16]4[O:17][C:18]([C:21]5[CH:26]=[CH:25][CH:24]=[CH:23][CH:22]=5)=[N:19][N:20]=4)=[CH:4][CH:3]=3)=[CH:37][CH:36]=2)[CH2:33][CH2:34]1)=[O:31])[CH3:28]. Procedure: Prepared according to the procedure described in Example 28, Step 1, using [5-(4-bromo-phenyl)-3-methyl-isoxazol-4-yl]-(5-phenyl-[1,3,4]oxadiazol-2-yl)-methanol and 1-[4-(4,4,5,5-tetramethyl-[1,3,2]dioxaborolan-2-yl)-phenyl]-cyclopropanecarboxylic acid ethyl ester. Starting materials: ClC(=O)OC12CC3CC(CC(C1)C3)C2 (adamantyl chloroformate), C(C)[Mg]Br (ethylmagnesium bromide), O1C(CCCC1)OCC#C\C=C/C#C (z-hept-4-ene-2,6-diyn-1-ol tetrahydropyranyl ether), [Si](C)(C)(C(C)(C)C)OC=1C=NC2=CC=C(C=C2C1)OC (3-(tert-butyldimethylsilyloxy)-6-methoxyquinoline). Solvent: C1CCOC1 (THF), C1CCOC1 (THF), C1CCOC1 (THF), C(C)OCC (diethylether). Run at temperature 0 celsius, time 20 minute. Product: O1C(CCCC1)OC1OCCCC1 (tetrahydropyranyl ether). Isolated yield 75.0%. As a reaction SMILES: C([Mg]Br)C.[O:5]1[CH2:10][CH2:9][CH2:8][CH2:7][CH:6]1[O:11][CH2:12][C:13]#[C:14]/[CH:15]=[CH:16]\C#C.[Si]([O:26]C1C=NC2C(C=1)=CC(OC)=CC=2)(C(C)(C)C)(C)C.ClC(OC12CC3CC(CC(C3)C1)C2)=O>C1COCC1.C(OCC)C>[O:26]1[CH2:16][CH2:15][CH2:14][CH2:13][CH:12]1[O:11][CH:6]1[CH2:7][CH2:8][CH2:9][CH2:10][O:5]1. Reported procedure: A solution of ethylmagnesium bromide in THF (43 ml 1M solution, 43.3 mmol) was added to a solution of z-hept-4-ene-2,6-diyn-1-ol tetrahydropyranyl ether 18 (6.89 g, 36.2 mmol) and 6-methoxy-3-(tert-butyldimethylsiloxy)-quinoline 17 (9.41 g, 32.5 mmol) in THF (210 ml) cooled to 0° C. After the initial evolution of gas the reaction mixture was stirred for 20 minutes at 0° C. and a solution of adamantyl chloroformate (11.51 g, 53.6 mmol) in THF (40 ml) was added via syringe pump over 90 minutes whi...